Dataset: the Open Reaction Database (ORD), a public repository of structured organic reaction records. Task: describe an organic reaction: reactants, conditions, products, and yield Reactants: C1(=CC=CC=C1)O (phenol), C=CC (propylene). Solvent: C1=CC=CC=C1 (benzene). Product: C(C)(C)C1=CC=CC=C1.C1(=CC=CC=C1)C(C)C (cumene isopropylbenzene). RXN SMILES: [C:1]1(O)[CH:6]=[CH:5][CH:4]=[CH:3][CH:2]=1.[CH2:8]=[CH:9][CH3:10]>C1C=CC=CC=1>[CH:9]([C:1]1[CH:6]=[CH:5][CH:4]=[CH:3][CH:2]=1)([CH3:10])[CH3:8].[C:1]1([CH:9]([CH3:10])[CH3:8])[CH:6]=[CH:5][CH:4]=[CH:3][CH:2]=1 |f:3.4|. Procedure: The phenol producing apparatus 10, from an upstream side (the left side in the drawing), has a reaction tower 11 in which benzene reacts with propylene as raw materials to form so-called cumene isopropylbenzene, an oxidation tower 14 which oxidizes therein the cumene via a benzene tower 12 and a cumene tower 13 to form cumene hydroperoxide (CHP), a sodium removing apparatus 30 which separates and removes sodium mixed into for neutralization , a concentration tower 15 which concentrates cumene hy... Starting materials: C[N+](C)(C)[O-] (trimethylamine N-oxide), ClCCl (dichloromethane), CS(=O)C (dimethylsulfoxide), ClCC=1N=C(OC1)C1=CC=C(C=C1)OCCCCl (4-chloromethyl-2-[4-(3-chloro-propoxy)-phenyl]-oxazole), solvents. Run in O (water). Conditions: temperature 20 celsius, time 24 hour. The product is ClCCCOC1=CC=C(C=C1)C=1OC=C(N1)C=O (2-[4-(3-chloro-propoxy)-phenyl]-oxazole-4-carbaldehyde). Isolated yield 41.0%. As a reaction SMILES: C[N+]([O-:5])(C)C.ClCCl.CS(C)=O.Cl[CH2:14][C:15]1[N:16]=[C:17]([C:20]2[CH:25]=[CH:24][C:23]([O:26][CH2:27][CH2:28][CH2:29][Cl:30])=[CH:22][CH:21]=2)[O:18][CH:19]=1>O>[Cl:30][CH2:29][CH2:28][CH2:27][O:26][C:23]1[CH:24]=[CH:25][C:20]([C:17]2[O:18][CH:19]=[C:15]([CH:14]=[O:5])[N:16]=2)=[CH:21][CH:22]=1. Procedure details: A cold (−20° C.) solution of anhydrous trimethylamine N-oxide (2.10 g, 27.96 mmol) in a dry mixture of dichloromethane and dimethylsulfoxide (20 ml, 1/3 v/v) is treated with a solution of 4-chloromethyl-2-[4-(3-chloro-propoxy)-phenyl]-oxazole ax57 (2.00 g, 6.99 mmol) in the same mixture of solvents (20 ml). The mixture is then allowed to warm up to 20° C. and is stirred at that temperature for 24 h. The dark mixture is then poured into water (50 ml) and extracted with dichloromethane. The organi... RXN SMILES: [Cl:1][C:2]1[CH:3]=[CH:4][C:5]([C:25]#[N:26])=[C:6]([C:8]2[C:13]([O:14][CH3:15])=[CH:12][N:11]([CH:16]([CH2:20][CH2:21][O:22][CH3:23])[C:17]([OH:19])=O)[C:10](=[O:24])[CH:9]=2)[CH:7]=1.[NH2:27][C:28]1[CH:37]=[CH:36][C:31]2=[N:32][C:33](=[O:35])[N:34]=[C:30]2[CH:29]=1.CC(C)N=C=NC(C)C>CN(C)C=O>[Cl:1][C:2]1[CH:3]=[CH:4][C:5]([C:25]#[N:26])=[C:6]([C:8]2[C:13]([O:14][CH3:15])=[CH:12][N:11]([CH:16]([CH2:20][CH2:21][O:22][CH3:23])[C:17]([NH:27][C:28]3[CH:37]=[CH:36][C:31]4[NH:32][C:33](=[O:35])[NH:34][C:30]=4[CH:29]=3)=[O:19])[C:10](=[O:24])[CH:9]=2)[CH:7]=1. The product is ClC=1C=CC(=C(C1)C1=CC(N(C=C1OC)C(C(=O)NC1=CC2=C(NC(N2)=O)C=C1)CCOC)=O)C#N (2-[4-(5-Chloro-2-cyanophenyl)-5-methoxy-2-oxopyridin-1(2H)-yl]-4-methoxy-N-(2-oxo-2,3-dihydro-1H-benzimidazol-5-yl)butanamide). Run in CN(C=O)C (dimethylformamide). Reactants: ClC=1C=CC(=C(C1)C1=CC(N(C=C1OC)C(C(=O)O)CCOC)=O)C#N (2-[4-(5-chloro-2-cyanophenyl)-5-methoxy-2-oxopyridin-1(2H)-yl]-4-methoxybutanoic acid), NC1=CC=2C(=NC(N2)=O)C=C1 (5-aminobenzimidazolone), CC(N=C=NC(C)C)C (DIC). Procedure details: 70 mg (186 μmol) of 2-[4-(5-chloro-2-cyanophenyl)-5-methoxy-2-oxopyridin-1(2H)-yl]-4-methoxybutanoic acid (racemate), 27.7 mg (186 μmol, 1.0 eq.) of 5-aminobenzimidazolone, 26.4 mg (186 μmol) of Oxima and 28.9 μl (186 μmol) of DIC in 3.9 ml of dimethylformamide were reacted according to General Method 5. The crude product was purified by preparative HPLC (column: Chromatorex 125 mm×30 mm, 10 μm, mobile phase: water/0.1% formic acid and acetonitrile/0.1% formic acid, gradient 10% acetonitrile to ... Starting materials: 5.7, C(C)(C)(C)S(=O)(=O)C[C@H](C(=O)O)CC1=CC=CC=C1 ((S)-α-[(tert-butylsulphonyl)methyl]hydrocinnamic acid), Cl.Cl.COC([C@@H](N)CC1=CNC=N1)=O (L-histidine methyl ester dihydrochloride), C(C)N1CCOCC1 (N-ethylmorpholine), C=1C=CC2=C(C1)N=NN2O (HOBT), C(CCl)Cl (EDC). The solvent is CN(C=O)C (dimethylformamide). Reaction conditions: time 8 hour. Yields the product C(C)(C)(C)S(=O)(=O)C[C@H](C(=O)N[C@H](C(=O)OC)CC=1N=CNC1)CC1=CC=CC=C1 (methyl (S)-α-[(S)-α-[(tert-butylsulphonyl)methyl]hydrocinnamamido]imidazole-4-propionate). Reaction SMILES: [C:1]([S:5]([CH2:8][C@@H:9]([CH2:13][C:14]1[CH:19]=[CH:18][CH:17]=[CH:16][CH:15]=1)[C:10]([OH:12])=O)(=[O:7])=[O:6])([CH3:4])([CH3:3])[CH3:2].Cl.Cl.[CH3:22][O:23][C:24](=[O:33])[C@H:25]([CH2:27][C:28]1[N:32]=[CH:31][NH:30][CH:29]=1)[NH2:26].C(N1CCOCC1)C.C1C=CC2N(O)N=NC=2C=1.C(Cl)CCl>CN(C)C=O>[C:1]([S:5]([CH2:8][C@@H:9]([CH2:13][C:14]1[CH:19]=[CH:18][CH:17]=[CH:16][CH:15]=1)[C:10]([NH:26][C@@H:25]([CH2:27][C:28]1[N:32]=[CH:31][NH:30][CH:29]=1)[C:24]([O:23][CH3:22])=[O:33])=[O:12])(=[O:6])=[O:7])([CH3:2])([CH3:3])[CH3:4] |f:1.2.3|. Procedure: A mixture of 5.7 (20 mmol) of (S)-α-[(tert-butylsulphonyl)methyl]hydrocinnamic acid (EPA 0236734) 4.85 g (20 mmol) of L-histidine methyl ester dihydrochloride, 10.3 ml (81.7 mmol) of N-ethylmorpholine and 2.98 g (20 mmol) of HOBT in 85 ml of dimethylformamide is treated portionwise under argon at 0°-2° with 4.23 g (22 mmol) of EDC and subsequently stirred at room temperature overnight. Thereafter, the solvent is evaporated in a high vacuum, the residue is taken up in 100 ml of ethyl acetate and ...